This data is from the Open Reaction Database (ORD), a public repository of structured organic reaction records. The task is: describe an organic reaction: reactants, conditions, products, and yield The solvent is COC(C)(C)C (t-butyl methyl ether), COC(C)(C)C (t-butyl methyl ether). Run at time 1 hour. The reactants are [Cl-].COC[P+](C1=CC=CC=C1)(C1=CC=CC=C1)C1=CC=CC=C1 (methoxymethyl-triphenylphosphonium chloride), C(#N)C1=CC=C(C=C1)[C@@H]1CC[C@H](CC1)C=O (trans-4-(p-cyanophenyl)cyclohexanecarboxaldehyde), O (water), potassium t-butylate. The product is residue, COC=C[C@@H]1CC[C@H](CC1)C1=CC=C(C#N)C=C1 (p-[trans-4-(2-methoxyvinyl)cyclohexyl]benzonitrile). Procedure: A suspension of 29.0 g of methoxymethyl-triphenylphosphonium chloride in 200 ml of t-butyl methyl ether was treated within 10 minutes with 9.7 g of potassium t-butylate while gassing with argon at -10° C. and the mixture was stirred for a further 1 hour. The mixture was then treated dropwise within 15 minutes at 31 10° C. with a solution of 12.0 g of trans-4-(p-cyanophenyl)cyclohexanecarboxaldehyde in 90 ml of t-butyl methyl ether and the resulting mixture was stirred for a further 1 hour at 0° ... Yield: 74.4%. RXN SMILES: [Cl-].[CH3:2][O:3][CH2:4][P+](C1C=CC=CC=1)(C1C=CC=CC=1)C1C=CC=CC=1.[C:24]([C:26]1[CH:31]=[CH:30][C:29]([C@H:32]2[CH2:37][CH2:36][C@H:35]([CH:38]=O)[CH2:34][CH2:33]2)=[CH:28][CH:27]=1)#[N:25].O>COC(C)(C)C>[CH3:2][O:3][CH:4]=[CH:38][C@H:35]1[CH2:34][CH2:33][C@H:32]([C:29]2[CH:28]=[CH:27][C:26]([C:24]#[N:25])=[CH:31][CH:30]=2)[CH2:37][CH2:36]1 |f:0.1|. Reactants: BrCCNC(=O)C1=NC=CN=C1 (Pyrazine-2-carboxylic acid (2-bromo-ethyl)-amide), N12C[C@@H](C(CC1)CC2)OC(=O)C2(CCCCCC2)C2=CC=CC=C2 (1-phenyl-cycloheptanecarboxylic acid (R)-(1-aza-bicyclo[2.2.2]oct-3-yl) ester). The solvent is C(C)#N (acetonitrile). Reaction conditions: time 16 hour. Yields the product [Br-].C1(=CC=CC=C1)C1(CCCCCC1)C(=O)O[C@H]1C[N+]2(CCC1CC2)CCNC(=O)C2=NC=CN=C2 ((R)-3-(1-Phenyl-cycloheptanecarbonyloxy)-1-{2-[(pyrazine-2-carbonyl) -amino]-ethyl}-1-azonia-bicyclo[2.2.2]octane bromide). Yield: 49.9%. Reaction SMILES: [Br:1][CH2:2][CH2:3][NH:4][C:5]([C:7]1[CH:12]=[N:11][CH:10]=[CH:9][N:8]=1)=[O:6].[N:13]12[CH2:20][CH2:19][CH:16]([CH2:17][CH2:18]1)[C@@H:15]([O:21][C:22]([C:24]1([C:31]3[CH:36]=[CH:35][CH:34]=[CH:33][CH:32]=3)[CH2:30][CH2:29][CH2:28][CH2:27][CH2:26][CH2:25]1)=[O:23])[CH2:14]2>C(#N)C>[Br-:1].[C:31]1([C:24]2([C:22]([O:21][C@@H:15]3[CH:16]4[CH2:19][CH2:20][N+:13]([CH2:2][CH2:3][NH:4][C:5]([C:7]5[CH:12]=[N:11][CH:10]=[CH:9][N:8]=5)=[O:6])([CH2:18][CH2:17]4)[CH2:14]3)=[O:23])[CH2:30][CH2:29][CH2:28][CH2:27][CH2:26][CH2:25]2)[CH:32]=[CH:33][CH:34]=[CH:35][CH:36]=1 |f:3.4|. Reported procedure: Pyrazine-2-carboxylic acid (2-bromo-ethyl)-amide (Example 55a) (87 mg) was added to a solution of 1-phenyl-cycloheptanecarboxylic acid (R)-(1-aza-bicyclo[2.2.2]oct-3-yl) ester (Example 14e) (113 mg) in acetonitrile (2 mL). The reaction mixture was allowed to stir at room temperature for 16 h. A solid precipitated out and was filtered off, washed with cold acetonitrile and dried under vacuum at 40° C. to give the title compound (96 mg) as a white solid. Reactants: Cl.NCC(=O)OCC (ethyl 2-aminoacetate hydrochloride), O=C(CC1COCCC1=O)C (3-(2-oxopropyl)dihydro-2H-pyran-4(3H)-one), C([O-])(O)=O.[Na+] (sodium bicarbonate). Solvent: C(Cl)Cl (DCM), ClCCl (dichloromethane). Run at temperature 25 celsius, time 15 hour. Product: CC1=CC2=C(N1CC(=O)OCC)CCOC2 (ethyl 2-(2-methyl-6,7-dihydropyrano[4,3-b]pyrrol-1(4H)-yl)acetate). Isolated yield 69.8%. As a reaction SMILES: O=[C:2]([CH3:11])[CH2:3][CH:4]1[C:9](=O)[CH2:8][CH2:7][O:6][CH2:5]1.Cl.[NH2:13][CH2:14][C:15]([O:17][CH2:18][CH3:19])=[O:16].C(=O)(O)[O-].[Na+]>ClCCl>[CH3:11][C:2]1[N:13]([CH2:14][C:15]([O:17][CH2:18][CH3:19])=[O:16])[C:9]2[CH2:8][CH2:7][O:6][CH2:5][C:4]=2[CH:3]=1 |f:1.2,3.4|. Procedure details: 3-(2-oxopropyl)dihydro-2H-pyran-4(3H)-one (0.41 g, 2.63 mmol) in dichloromethane (3 ml) was stirred at room temperature, and ethyl 2-aminoacetate hydrochloride (0.366 g, 2.63 mmol) was added, followed by sodium bicarbonate (0.441 g, 5.25 mmol). The resulting mixture was stirred at 25° C. for 15 hours, after which TLC showed that the reaction was complete. DCM was added, the organic layer was separated, washed with water, brine, dried over Na2SO4, filtered and concentrated. The residue was chroma... The reactants are CN1C(=O)N(C=2N=CN(C2C1=O)COC(C(C)(C)C)=O)CCCC(=O)OCC (1-methyl-3(carboethoxypropyl)-7-(pivaloyloxymethyl)xanthine), Cl (hydrochloric acid). Solvent: [OH-].[Na+] (NaOH). Yields the product CN1C(=O)N(C=2N=CNC2C1=O)CCCC(=O)O (1-methyl-3-(3'-carboxypropyl)xanthine). Reaction SMILES: [CH3:1][N:2]1[C:11](=[O:12])[C:10]2[N:9](COC(=O)C(C)(C)C)[CH:8]=[N:7][C:6]=2[N:5]([CH2:21][CH2:22][CH2:23][C:24]([O:26]CC)=[O:25])[C:3]1=[O:4].Cl>[OH-].[Na+]>[CH3:1][N:2]1[C:11](=[O:12])[C:10]2[NH:9][CH:8]=[N:7][C:6]=2[N:5]([CH2:21][CH2:22][CH2:23][C:24]([OH:26])=[O:25])[C:3]1=[O:4] |f:2.3|. Reported procedure: An oily suspension of 1-methyl-3(carboethoxypropyl)-7-(pivaloyloxymethyl)xanthine (508 mg) in 2 N NaOH(36.2 ml) was heated under nitrogen at 95°-100° for 2 hrs. The oil dissolved and the reaction was shown to be complete by TLC. After cooling the reaction mixure, it was acidified to pH 2-3 with 15 ml 12% hydrochloric acid and the solution extracted with 3×5 ml chloroform to remove the pivalic acid. After washing the chloroform extracts with 5 ml 0.5 N HCl, the aqueous solutions were combined and... The reactants are O (water), ClC=1C=C(C(=C(C=O)C1)O)F (5-chloro-3-fluoro-2-hydroxybenzaldehyde), C([O-])([O-])=O.[K+].[K+] (potassium carbonate), CI (methyliodide). The solvent is CN(C)C=O (DMF). Reaction conditions: time 18 hour. Product: ClC=1C=C(C(=C(C=O)C1)OC)F (5-chloro-3-fluoro-2-methoxybenzaldehyde). Yield: 49.5%. As a reaction SMILES: [Cl:1][C:2]1[CH:3]=[C:4]([F:11])[C:5]([OH:10])=[C:6]([CH:9]=1)[CH:7]=[O:8].[C:12](=O)([O-])[O-].[K+].[K+].CI.O>CN(C=O)C>[Cl:1][C:2]1[CH:3]=[C:4]([F:11])[C:5]([O:10][CH3:12])=[C:6]([CH:9]=1)[CH:7]=[O:8] |f:1.2.3|. Procedure: To 5 g (34 mmol) 4-Chloro-2-fluorophenol and 416 mg (3.41 mmol) 4-dimethylaminopyridine in 18 ml THF are added 3.7 ml (37.5 mmol) isopropyl isocyanate and the mixture is heated for 20 hours at 60° C. After cooling down to room temperature 2 M HCl is added and the aqueous phase is extracted with diethyl ether. The combined organic phases are washed with brine, dried over sodium sulfate and evaporated to yield 7.2 g isopropylcarbamic acid 4-chloro-2-fluorophenyl ester as the crude product. To 7.2 ... Reactants: C(C1=CC=CC=C1)OC1=C(C=C(C=C1OC)Cl)CC(CO)O ((±)-3-[2-(benzyloxy)-5-chloro-3-methoxyphenyl]-1,2-propanediol), N(=NC(=O)OC(C)C)C(=O)OC(C)C (diisopropyl azodicarboxylate), CC1=CC=C(C=C1)S(=O)(=O)OCC(CC1=C(C(=CC(=C1)Cl)OC)OCC1=CC=CC=C1)O ((±)-3-[2-(benzyloxy)-5-chloro-3-methoxyphenyl]-2-hydroxypropyl 4-methylbenzenesulfonate), S(=O)(=O)([O-])C1=CC=C(C)C=C1 (tosylate), C1(=CC=CC=C1)O (phenol), Intermediate 5, C1(=CC=CC=C1)P(C1=CC=CC=C1)C1=CC=CC=C1 (triphenylphosphine), CC1=CC=C(C=C1)S(=O)(=O)OCC(CC1=C(C(=CC(=C1)Cl)OC)O)O ((±)-3-(5-chloro-2-hydroxy-3-methoxyphenyl)-2-hydroxypropyl 4-methylbenzenesulfonate), C1(=CC=C(C=C1)S(=O)(=O)Cl)C (p-toluenesulfonyl chloride), intermediate 3, Intermediate 4. The reagents and catalysts are [Pd] (palladium on carbon). Solvent: N1=CC=CC=C1 (pyridine). The product is CC1=CC=C(C=C1)S(=O)(=O)OCC1OC2=C(C1)C=C(C=C2OC)Cl ((±)-(5-chloro-7-methoxy-2,3-dihydro-1-benzofuran-2-yl)methyl 4-methylbenzenesulfonate). Isolated yield 75.9%. RXN SMILES: C(O[C:9]1[C:14]([O:15][CH3:16])=[CH:13][C:12]([Cl:17])=[CH:11][C:10]=1[CH2:18][CH:19]([OH:22])[CH2:20][OH:21])C1C=CC=CC=1.[C:23]1([CH3:33])[CH:28]=[CH:27][C:26]([S:29](Cl)(=[O:31])=[O:30])=[CH:25][CH:24]=1.CC1C=CC(S(OCC(O)CC2C=C(Cl)C=C(OC)C=2OCC2C=CC=CC=2)(=O)=O)=CC=1.S(C1C=CC(C)=CC=1)([O-])(=O)=O.CC1C=CC(S(OCC(O)CC2C=C(Cl)C=C(OC)C=2O)(=O)=O)=CC=1.C1(O)C=CC=CC=1.C1(P(C2C=CC=CC=2)C2C=CC=CC=2)C=CC=CC=1.N(C(OC(C)C)=O)=NC(OC(C)C)=O>N1C=CC=CC=1.[Pd]>[CH3:33][C:23]1[CH:28]=[CH:27][C:26]([S:29]([O:21][CH2:20][CH:19]2[CH2:18][C:10]3[CH:11]=[C:12]([Cl:17])[CH:13]=[C:14]([O:15][CH3:16])[C:9]=3[O:22]2)(=[O:31])=[O:30])=[CH:25][CH:24]=1. Procedure details: Treatment of (±)-3-[2-(benzyloxy)-5-chloro-3-methoxyphenyl]-1,2-propanediol (32 g, 0.1 mol) with p-toluenesulfonyl chloride (21 g, 0.11 mol) in pyridine generally according to the procedure described for intermediate 3 provided (±)-3-[2-(benzyloxy)-5-chloro-3-methoxyphenyl]-2-hydroxypropyl 4-methylbenzenesulfonate. Treatment of the tosylate with palladium on carbon (2.32 g, 5 wt. %) generally according to the procedure described for Intermediate 4 afforded (±)-3-(5-chloro-2-hydroxy-3-methoxyphen... Reaction SMILES: [C:1]1(=[N:6][NH:7][c:8]2[cH:9][c:10]([S:18]([NH2:19])(=[O:20])=[O:21])[c:11]([C:12](=[O:13])[O:14][CH3:15])[cH:16][cH:17]2)[CH2:2][CH2:3][CH2:4][CH2:5]1.[CH3:22][O:23][c:24]1[n:25][c:26]([NH:32][C:33]([O:34][c:36]2[cH:37][cH:38][cH:39][cH:40][cH:41]2)=[O:35])[n:27][c:28]([O:30][CH3:31])[cH:29]1.[CH3:55][C:56]#[N:57].[ClH:53].[N:42]12[CH2:43][CH2:44][CH2:45][N:46]=[C:47]1[CH2:48][CH2:49][CH2:50][CH2:51][CH2:52]2.[OH2:54]>>[C:1]1(=[N:6][NH:7][c:8]2[cH:9][c:10]([S:18]([NH:19][C:33]([NH:32][c:26]3[n:25][c:24]([O:23][CH3:22])[cH:29][c:28]([O:30][CH3:31])[n:27]3)=[O:34])(=[O:20])=[O:21])[c:11]([C:12](=[O:13])[O:14][CH3:15])[cH:16][cH:17]2)[CH2:2][CH2:3][CH2:4][CH2:5]1. Product: COC(=O)c1ccc(NN=C2CCCC2)cc1S(=O)(=O)NC(=O)Nc1nc(OC)cc(OC)n1. Starting materials: COC(=O)c1ccc(NN=C2CCCC2)cc1S(N)(=O)=O, COc1cc(OC)nc(NC(=O)Oc2ccccc2)n1, CC#N, Cl, C1CCC2=NCCCN2CC1, O.